Dataset: the Open Reaction Database (ORD), a public repository of structured organic reaction records. Task: describe an organic reaction: reactants, conditions, products, and yield Starting materials: C(C1=CC=CC=C1)(C1=CC=CC=C1)N1CC(C1)OC1=C(C=CC=C1)Br (1-Benzhydryl-3-(2-bromo-phenoxy)-azetidine), N1CCNCC1 (piperazine), C=1C=CC(=CC1)P(C=2C=CC=CC2)C3=CC=C4C=CC=CC4=C3C5=C6C=CC=CC6=CC=C5P(C=7C=CC=CC7)C=8C=CC=CC8 (BINAP), CC(C)([O-])C.[Na+] (sodium tert-butoxide). The reagents and catalysts are C=1C=CC(=CC1)/C=C/C(=O)/C=C/C2=CC=CC=C2.C=1C=CC(=CC1)/C=C/C(=O)/C=C/C2=CC=CC=C2.C=1C=CC(=CC1)/C=C/C(=O)/C=C/C2=CC=CC=C2.[Pd].[Pd] (Pd2dba3). The solvent is C1(=CC=CC=C1)C (toluene). Conditions: temperature 90 celsius. The product is C(C1=CC=CC=C1)(C1=CC=CC=C1)N1CC(C1)OC1=C(C=CC=C1)N1CCNCC1 (1-[2-(1-Benzhydryl-azetidin-3-yloxy)-phenyl]-piperazine). The yield is 54.6%. Reaction SMILES: [CH:1]([N:14]1[CH2:17][CH:16]([O:18][C:19]2[CH:24]=[CH:23][CH:22]=[CH:21][C:20]=2Br)[CH2:15]1)([C:8]1[CH:13]=[CH:12][CH:11]=[CH:10][CH:9]=1)[C:2]1[CH:7]=[CH:6][CH:5]=[CH:4][CH:3]=1.[NH:26]1[CH2:31][CH2:30][NH:29][CH2:28][CH2:27]1.C1C=CC(P(C2C(C3C(P(C4C=CC=CC=4)C4C=CC=CC=4)=CC=C4C=3C=CC=C4)=C3C(C=CC=C3)=CC=2)C2C=CC=CC=2)=CC=1.CC(C)([O-])C.[Na+]>C1C=CC(/C=C/C(/C=C/C2C=CC=CC=2)=O)=CC=1.C1C=CC(/C=C/C(/C=C/C2C=CC=CC=2)=O)=CC=1.C1C=CC(/C=C/C(/C=C/C2C=CC=CC=2)=O)=CC=1.[Pd].[Pd].C1(C)C=CC=CC=1>[CH:1]([N:14]1[CH2:17][CH:16]([O:18][C:19]2[CH:24]=[CH:23][CH:22]=[CH:21][C:20]=2[N:26]2[CH2:31][CH2:30][NH:29][CH2:28][CH2:27]2)[CH2:15]1)([C:8]1[CH:13]=[CH:12][CH:11]=[CH:10][CH:9]=1)[C:2]1[CH:7]=[CH:6][CH:5]=[CH:4][CH:3]=1 |f:3.4,5.6.7.8.9|. Reported procedure: 1-Benzhydryl-3-(2-bromo-phenoxy)-azetidine (3.6 g, 9.16 mmol), piperazine (946 mg, 11 mmol), BINAP (427 mg, 1.38 mmol), Pd2dba3 (410 mg, 0.46 mmol) and sodium tert-butoxide (1.23 g, 12.8 mmol) were dissolved into toluene (100 mL). The solution was degassed under vacuum and bubbled with nitrogen. The vessel was sealed under nitrogen and heated to 90° C. for about 24 hours. Diethyl ether (500 ml) was added, and the solution was filtered through a bed of celite. The solution was concentrated to an ... The reactants are C(C)(C)N1C(NC(C2=CC3=C(C=C12)OCO3)C3=CC=CC=C3)=O (1-isopropyl-4-phenyl-6,7-methylenedioxy-3,4-dihydro-2(1H)-quinazolinone), C=O (formalin), O1CCOCC1 (p-dioxane), [Mn](=O)(=O)(=O)[O-].[K+] (potassium permanganate). Solvent: O (water). The product is C(C)(C)N1C(N=C(C2=CC3=C(C=C12)OCO3)C3=CC=CC=C3)=O (1-isopropyl-4-phenyl-6,7-methylenedioxy-2(1H)-quinazolinone). Reaction SMILES: [CH:1]([N:4]1[C:13]2[C:8](=[CH:9][C:10]3[O:16][CH2:15][O:14][C:11]=3[CH:12]=2)[CH:7]([C:17]2[CH:22]=[CH:21][CH:20]=[CH:19][CH:18]=2)[NH:6][C:5]1=[O:23])([CH3:3])[CH3:2].O1CCOCC1.[Mn]([O-])(=O)(=O)=O.[K+].C=O>O>[CH:1]([N:4]1[C:13]2[C:8](=[CH:9][C:10]3[O:16][CH2:15][O:14][C:11]=3[CH:12]=2)[C:7]([C:17]2[CH:22]=[CH:21][CH:20]=[CH:19][CH:18]=2)=[N:6][C:5]1=[O:23])([CH3:3])[CH3:2] |f:2.3|. Procedure details: To a solution of 8.5 gm. of 1-isopropyl-4-phenyl-6,7-methylenedioxy-3,4-dihydro-2(1H)-quinazolinone in 225 ml. of p-dioxane, cooled to 10°-13°C., is added dropwise a solution of 4.3 gm. of potassium permanganate in 185 ml. of water. When the addition is complete, 2 ml. of formalin solution are added. Precipitated solids are removed by filtration and the solvents stripped from the filtrate at reduced pressure. The residue is decolorized with activated charcoal in ethyl acetate and recrystallized ... The reactants are BrBr (bromine), OC=1C=C2C(CC(C2=CC1)=O)=O (5-hydroxyindan-1,3-dione). The solvent is C(Cl)(Cl)Cl (chloroform). Reaction conditions: temperature 50 celsius, time 30 minute. The product is BrC1C(C2=CC=C(C=C2C1=O)O)=O (2-bromo-5-hydroxyindan-1,3-dione). RXN SMILES: [Br:1]Br.[OH:3][C:4]1[CH:5]=[C:6]2[C:10](=[CH:11][CH:12]=1)[C:9](=[O:13])[CH2:8][C:7]2=[O:14]>C(Cl)(Cl)Cl>[Br:1][CH:8]1[C:7](=[O:14])[C:6]2[C:10](=[CH:11][CH:12]=[C:4]([OH:3])[CH:5]=2)[C:9]1=[O:13]. Procedure: 0.02 mol bromine was added dropwise to a solution of 0.02 mol of 5-hydroxyindan-1,3-dione in 60 ml chloroform. The reaction mixture was agitated at 50° C. for 30 minutes and the precipitate obtained after evaporation of the solvent was recrystallised. The reactants are O=C(O)c1cnccc1C(F)(F)F, CC(C)N1CC2N(C(=O)C(N)CN2S(=O)(=O)c2ccc(Cl)cc2Cl)C(Cc2ccc(Cl)cc2)C1=O. Yields the product CC(C)N1CC2N(C(=O)C(NC(=O)c3cnccc3C(F)(F)F)CN2S(=O)(=O)c2ccc(Cl)cc2Cl)C(Cc2ccc(Cl)cc2)C1=O. RXN SMILES: [F:1][C:2]([c:3]1[cH:4][cH:5][n:6][cH:7][c:8]1[C:9](=[O:10])[OH:11])([F:12])[F:13].[NH2:14][CH:15]1[CH2:16][N:17]([S:38](=[O:39])(=[O:40])[c:41]2[c:42]([Cl:48])[cH:43][c:44]([Cl:47])[cH:45][cH:46]2)[CH:18]2[N:19]([C:20]1=[O:21])[CH:22]([CH2:30][c:31]1[cH:32][cH:33][c:34]([Cl:37])[cH:35][cH:36]1)[C:23](=[O:29])[N:24]([CH:26]([CH3:27])[CH3:28])[CH2:25]2>>[F:1][C:2]([c:3]1[cH:4][cH:5][n:6][cH:7][c:8]1[C:9](=[O:11])[NH:14][CH:15]1[CH2:16][N:17]([S:38](=[O:39])(=[O:40])[c:41]2[c:42]([Cl:48])[cH:43][c:44]([Cl:47])[cH:45][cH:46]2)[CH:18]2[N:19]([C:20]1=[O:21])[CH:22]([CH2:30][c:31]1[cH:32][cH:33][c:34]([Cl:37])[cH:35][cH:36]1)[C:23](=[O:29])[N:24]([CH:26]([CH3:27])[CH3:28])[CH2:25]2)([F:12])[F:13]. The reactants are N1(C=NC=2C=NC=3C=CC=CC3C21)CCCCCC(=O)O (6-(1H-Imidazo[4,5-c]quinolin-1-yl)hexanoic acid), C(C(=O)Cl)(=O)Cl (oxalyl chloride), N1CCOCC1 (morpholine), C(C(=O)Cl)(=O)Cl (oxalyl chloride), N1CCOCC1 (morpholine). Reaction conditions: time 1 hour. Product: N1(CCOCC1)C(CCCCCN1C=NC=2C=NC=3C=CC=CC3C21)=O (1-(6-morpholin-4-yl-6-oxohexyl)-1H-imidazo[4,5-c]quinoline). The yield is 100.0%. RXN SMILES: [N:1]1([CH2:14][CH2:15][CH2:16][CH2:17][CH2:18][C:19]([OH:21])=O)[C:13]2[C:12]3[CH:11]=[CH:10][CH:9]=[CH:8][C:7]=3[N:6]=[CH:5][C:4]=2[N:3]=[CH:2]1.C(Cl)(=O)C(Cl)=O.[NH:28]1[CH2:33][CH2:32][O:31][CH2:30][CH2:29]1>>[N:28]1([C:19](=[O:21])[CH2:18][CH2:17][CH2:16][CH2:15][CH2:14][N:1]2[C:13]3[C:12]4[CH:11]=[CH:10][CH:9]=[CH:8][C:7]=4[N:6]=[CH:5][C:4]=3[N:3]=[CH:2]2)[CH2:33][CH2:32][O:31][CH2:30][CH2:29]1. Procedure: 6-(1H-Imidazo[4,5-c]quinolin-1-yl)hexanoic acid (2.5 g, 8.8 mmol) was treated with oxalyl chloride (1.39 mL, 15.9 mmol) and morpholine (2.31 mL, 26.5 mmol) according to a modification of the method described in Part F of Example 6. The reaction with oxalyl chloride was carried out at ambient temperature, and the reaction with morpholine was complete after one hour. Following the work-up procedure, 3.1 g of 1-(6-morpholin-4-yl-6-oxohexyl)-1H-imidazo[4,5-c]quinoline were obtained. Reactants: CC(C)(OC(=O)N[C@@H](CC1=CC=CC=C1)C=1NC=C(N1)C1=CC=CC=C1)C (2-[1(S)-{(1,1-dimethylethoxy)carbonylamino}-2-phenylethyl]4-phenyl-1H-imidazole), CN1CCOCC1 (morpholinomethyl polystyrene), BrCC(CC)=O (1-bromo-2-butanone). Run in CN(C)C=O (DMF), CN(C)C=O (DMF). Conditions: temperature 20 celsius, time 18 hour. The product is CC(C)(OC(=O)N[C@@H](CC1=CC=CC=C1)C=1N(C=C(N1)C1=CC=CC=C1)CC(CC)=O)C (2-[1(S)-{(1,1-Dimethylethoxy)carbonylamino}-2-phenylethyl]-1-(2-oxo-butyl)-4-phenyl-1H-imidazole). The yield is 90.0%. RXN SMILES: [CH3:1][C:2]([CH3:27])([O:4][C:5]([NH:7][C@H:8]([C:16]1[NH:17][CH:18]=[C:19]([C:21]2[CH:26]=[CH:25][CH:24]=[CH:23][CH:22]=2)[N:20]=1)[CH2:9][C:10]1[CH:15]=[CH:14][CH:13]=[CH:12][CH:11]=1)=[O:6])[CH3:3].CN1CCOCC1.Br[CH2:36][C:37](=[O:40])[CH2:38][CH3:39]>CN(C=O)C>[CH3:3][C:2]([CH3:27])([O:4][C:5]([NH:7][C@H:8]([C:16]1[N:17]([CH2:36][C:37](=[O:40])[CH2:38][CH3:39])[CH:18]=[C:19]([C:21]2[CH:26]=[CH:25][CH:24]=[CH:23][CH:22]=2)[N:20]=1)[CH2:9][C:10]1[CH:15]=[CH:14][CH:13]=[CH:12][CH:11]=1)=[O:6])[CH3:1]. Procedure: To a solution of 2-[1(S)-{(1,1-dimethylethoxy)carbonylamino}-2-phenylethyl]4-phenyl-1H-imidazole (100 mg, 1 eq) in DMF (2 mL) were successively added morpholinomethyl polystyrene resin (Novabiochem, loading: 3.51 mmol/g, 159 mg, 2 eq) and 1-bromo-2-butanone (28 mL, 2 eq). After about 18 hours of stirring at about 20° C., 2 mL DMF were added to the reaction mixture followed by aminomethylpolystyrene resin (Novabiochem, loading: 1.73 mmol/g, 319 mg). The mixture was stirred overnight at 20° C. and... Starting materials: CC(C)(C)OC(=O)NCCCCCC(=O)NC(CNC(=O)c1ccc2c(cnn2CCCNc2ncc[nH]2)c1)C(=O)O, ClCCl, O=C(O)C(F)(F)F. The product is NCCCCCC(=O)NC(CNC(=O)c1ccc2c(cnn2CCCNc2ncc[nH]2)c1)C(=O)O. RXN SMILES: [C:1]([O:2][C:3](=[O:4])[NH:8][CH2:9][CH2:10][CH2:11][CH2:12][CH2:13][C:14](=[O:15])[NH:16][CH:17]([C:18](=[O:19])[OH:20])[CH2:21][NH:22][C:23](=[O:24])[c:25]1[cH:26][c:27]2[cH:28][n:29][n:30]([CH2:34][CH2:35][CH2:36][NH:37][c:38]3[nH:39][cH:40][cH:41][n:42]3)[c:31]2[cH:32][cH:33]1)([CH3:5])([CH3:6])[CH3:7].[CH2:50]([Cl:51])[Cl:52].[OH:43][C:44]([C:45]([F:46])([F:47])[F:48])=[O:49]>>[NH2:8][CH2:9][CH2:10][CH2:11][CH2:12][CH2:13][C:14](=[O:15])[NH:16][CH:17]([C:18](=[O:19])[OH:20])[CH2:21][NH:22][C:23](=[O:24])[c:25]1[cH:26][c:27]2[cH:28][n:29][n:30]([CH2:34][CH2:35][CH2:36][NH:37][c:38]3[nH:39][cH:40][cH:41][n:42]3)[c:31]2[cH:32][cH:33]1.